Dataset: the Open Reaction Database (ORD), a public repository of structured organic reaction records. Task: describe an organic reaction: reactants, conditions, products, and yield Solvent: CCO.C1CCOC1 (EtOH THF). Starting materials: C(C)(C)(C)OC(=O)NC1=NC=C(C=C1)C=1SC(=C(N1)C)C(=O)OCC (ethyl 2-(2-tert-butoxycarbonylamino-5-pyridyl)-4-methyl-5-thiazolecarboxylate), [OH-].[Na+] (NaOH), Cl (HCl). Reaction SMILES: [C:1]([O:5][C:6]([NH:8][C:9]1[CH:14]=[CH:13][C:12]([C:15]2[S:16][C:17]([C:21]([O:23]CC)=[O:22])=[C:18]([CH3:20])[N:19]=2)=[CH:11][N:10]=1)=[O:7])([CH3:4])([CH3:3])[CH3:2].[OH-].[Na+].Cl>CCO.C1COCC1>[C:1]([O:5][C:6]([NH:8][C:9]1[N:10]=[CH:11][C:12]([C:15]2[S:16][C:17]([C:21]([OH:23])=[O:22])=[C:18]([CH3:20])[N:19]=2)=[CH:13][CH:14]=1)=[O:7])([CH3:4])([CH3:2])[CH3:3] |f:1.2,4.5|. Yield: 90.9%. Conditions: temperature 70 celsius, time 1 hour. Procedure details: A mixture of ethyl 2-(2-tert-butoxycarbonylamino-5-pyridyl)-4-methyl-5-thiazolecarboxylate (180 mg), 1N NaOH (2 ml) and EtOH-THF (2:1, 6 ml) was stirred at 70° C. for 1 hour, to which was added 1 N HCl (2 ml) to give the title compound (151 mg). The product is C(C)(C)(C)OC(=O)NC1=CC=C(C=N1)C=1SC(=C(N1)C)C(=O)O (2-(6-tert-Butoxycarbonylamino-3-pyridyl)-4-methyl-5-thiazolecarboxylic acid).